From a dataset of the Open Reaction Database (ORD), a public repository of structured organic reaction records. describe an organic reaction: reactants, conditions, products, and yield Reactants: CC=1C=C(C2=C(C(=NCC(=N2)NN)C2=CC=C(C=C2)SC)C1)C (7,9-dimethyl-5-[p-(methylthio)phenyl]-3H-1,4-benzodiazepin-2-yl hydrazine), BrCC(=O)Br (bromoacetyl bromide), C(C)(=O)[O-].[Na+] (sodium acetate). The product is CC=1C=C(C2=C(C(=NCC=3N2C(=NN3)CBr)C3=CC=C(C=C3)SC)C1)C (8,10-dimethyl-1-(bromomethyl)-6-[p-(methylthio)phenyl]-4H-s-triazolo[4,3-a][1,4]benzodiazepine). Reaction SMILES: [CH3:1][C:2]1[CH:3]=[C:4]([CH3:23])[C:5]2[N:11]=[C:10]([NH:12][NH2:13])[CH2:9][N:8]=[C:7]([C:14]3[CH:19]=[CH:18][C:17]([S:20][CH3:21])=[CH:16][CH:15]=3)[C:6]=2[CH:22]=1.[Br:24][CH2:25][C:26](Br)=O.C([O-])(=O)C.[Na+]>>[CH3:1][C:2]1[CH:3]=[C:4]([CH3:23])[C:5]2[N:11]3[C:26]([CH2:25][Br:24])=[N:13][N:12]=[C:10]3[CH2:9][N:8]=[C:7]([C:14]3[CH:15]=[CH:16][C:17]([S:20][CH3:21])=[CH:18][CH:19]=3)[C:6]=2[CH:22]=1 |f:2.3|. Procedure details: In the manner given in Preparation 2, 7,9-dimethyl-5-[p-(methylthio)phenyl]-3H-1,4-benzodiazepin-2-yl hydrazine was reacted with bromoacetyl bromide and after 1.5 hours with sodium acetate, than the mixture was refluxed to give 8,10-dimethyl-1-(bromomethyl)-6-[p-(methylthio)phenyl]-4H-s-triazolo[4,3-a][1,4]benzodiazepine. Reactants: N12CC3[C@@H](C(CC(C1)C3)C2)N ((4s)-1-azatricyclo[3.3.1.13,7]dec-4-ylamine), C(C)OC1=C(C(=O)O)C=CC=C1 (2-ethoxybenzoic acid), N (NH3). Yields the product N12CC3[C@@H](C(CC(C1)C3)C2)NC(C2=C(C=CC=C2)OCC)=O (N-[(4s)-1-Azatricyclo[3.3.1.13,7]dec-4-yl]-2-ethoxybenzamide). RXN SMILES: [N:1]12[CH2:10][CH:5]3[CH2:6][CH:7]([CH2:9][CH:3]([C@@H:4]3[NH2:11])[CH2:2]1)[CH2:8]2.[CH2:12]([O:14][C:15]1[CH:23]=[CH:22][CH:21]=[CH:20][C:16]=1[C:17](O)=[O:18])[CH3:13].N>>[N:1]12[CH2:10][CH:5]3[CH2:6][CH:7]([CH2:9][CH:3]([C@@H:4]3[NH:11][C:17](=[O:18])[C:16]3[CH:20]=[CH:21][CH:22]=[CH:23][C:15]=3[O:14][CH2:12][CH3:13])[CH2:2]1)[CH2:8]2. Procedure details: Prepared from (4s)-1-azatricyclo[3.3.1.13,7]dec-4-ylamine and 2-ethoxybenzoic acid (Aldrich) according to method B; 1H NMR (500 MHz, methanol-d4) δ 1.53 (t, J=7 Hz, 3H), 1.94 (s, 1H), 2.02 (d, 2H), 2.11 (d, 1H), 2.20 (d, J=14 Hz, 2H), 2.32 (s, 2H), 3.48 (s, 2H), 3.59 (s, 4H), 4.28 (q, J=7 Hz, 2H), 4.47 (s, 1H), 7.06-7.10 (m, 1H), 7.17 (d, J=8 Hz, 1H), 7.48-7.53 (m, 1H), 7.96 (dd, J=8, 2 Hz, 1H); MS (APCI/NH3) m/z 301 (M+H)+.